The task is: describe an organic reaction: reactants, conditions, products, and yield. This data is from the Open Reaction Database (ORD), a public repository of structured organic reaction records. Starting materials: NC(CCC)C, CC1=CC=C(S(=O)(Cl)=O)C=C1. Reagents/catalysts: O=C([O-])O.[Na+] (NaHCO3). Solvent: O (water), OCCOCCOCCOCCOCCO (PEG400), CC(C)=O (acetone). Run at temperature 25 celsius, pressure 100 psi, time 20 minute. The product is CCCC(C)NS(=O)(=O)c1ccc(C)cc1. Isolated yield 100.0%. Reactants: Cc1ccc(C(=O)C(=O)c2ccc(C)cc2)cc1, CCO, NN, O. The product is Cc1ccc(C(=O)C(=NN)c2ccc(C)cc2)cc1. Reaction SMILES: [CH3:1][c:2]1[cH:3][cH:4][c:5]([C:8](=[O:9])[C:10](=[O:11])[c:12]2[cH:13][cH:14][c:15]([CH3:18])[cH:16][cH:17]2)[cH:6][cH:7]1.[CH3:22][CH2:23][OH:24].[NH2:20][NH2:21].[OH2:19]>>[CH3:1][c:2]1[cH:3][cH:4][c:5]([C:8]([C:10](=[O:11])[c:12]2[cH:13][cH:14][c:15]([CH3:18])[cH:16][cH:17]2)=[N:20][NH2:21])[cH:6][cH:7]1.